describe an organic reaction: reactants, conditions, products, and yield From a dataset of the Open Reaction Database (ORD), a public repository of structured organic reaction records. Starting materials: ClC=1N=C(C2=C(N1)CCSC2)N2[C@H](COCC2)C ((S)-2-chloro-4-(3-methylmorpholino)-7,8-dihydro-5H-thiopyrano[4,3-d]pyrimidine), C1(CC1)NC(=O)NC1=CC=C(C=C1)B1OC(C(O1)(C)C)(C)C (1-cyclopropyl-3-(4-(4,4,5,5-tetramethyl-1,3,2-dioxaborolan-2-yl)phenyl)urea), C(=O)([O-])[O-].[Na+].[Na+] (Na2CO3). The reagents and catalysts are C1=CC=C(C=C1)P([C-]2C=CC=C2)C3=CC=CC=C3.C1=CC=C(C=C1)P([C-]2C=CC=C2)C3=CC=CC=C3.Cl[Pd]Cl.[Fe+2] (PdCl2(dppf)). Solvent: COCCOC.O (DME H2O). Reaction conditions: temperature 70 celsius, time 8 hour. Product: C1(CC1)NC(=O)NC1=CC=C(C=C1)C=1N=C(C2=C(N1)CCSC2)N2[C@H](COCC2)C ((S)-1-cyclopropyl-3-(4-(4-(3-methylmorpholino)-7,8-dihydro-5H-thiopyrano[4,3-d]pyrimidin-2-yl)phenyl)urea). Isolated yield 26.9%. As a reaction SMILES: Cl[C:2]1[N:3]=[C:4]([N:12]2[CH2:17][CH2:16][O:15][CH2:14][C@@H:13]2[CH3:18])[C:5]2[CH2:11][S:10][CH2:9][CH2:8][C:6]=2[N:7]=1.[CH:19]1([NH:22][C:23]([NH:25][C:26]2[CH:31]=[CH:30][C:29](B3OC(C)(C)C(C)(C)O3)=[CH:28][CH:27]=2)=[O:24])[CH2:21][CH2:20]1.C([O-])([O-])=O.[Na+].[Na+]>COCCOC.O.C1C=CC(P(C2C=CC=CC=2)[C-]2C=CC=C2)=CC=1.C1C=CC(P(C2C=CC=CC=2)[C-]2C=CC=C2)=CC=1.Cl[Pd]Cl.[Fe+2]>[CH:19]1([NH:22][C:23]([NH:25][C:26]2[CH:31]=[CH:30][C:29]([C:2]3[N:3]=[C:4]([N:12]4[CH2:17][CH2:16][O:15][CH2:14][C@@H:13]4[CH3:18])[C:5]4[CH2:11][S:10][CH2:9][CH2:8][C:6]=4[N:7]=3)=[CH:28][CH:27]=2)=[O:24])[CH2:21][CH2:20]1 |f:2.3.4,5.6,7.8.9.10|. Reported procedure: To a solution of (S)-2-chloro-4-(3-methylmorpholino)-7,8-dihydro-5H-thiopyrano[4,3-d]pyrimidine (100 mg, 0.35 mmol) in DME/H2O (4:1, 10 mL) was added 1-cyclopropyl-3-(4-(4,4,5,5-tetramethyl-1,3,2-dioxaborolan-2-yl)phenyl)urea (116 mg, 0.38 mmol) and Na2CO3 (111 mg, 1.05 mmol) followed by PdCl2(dppf) (15 mg, 0.02 mmol). The resulting mixture was stirred overnight at 70° C. under nitrogen. The solvent was removed under vacuum to give a residue which was partitioned between ethyl acetate and water....